From a dataset of the Open Reaction Database (ORD), a public repository of structured organic reaction records. describe an organic reaction: reactants, conditions, products, and yield Starting materials: COc1ccc(C=O)cc1S([O-])(=O)=O.[Na+], CC1=CN=C(C=C1)N, [C-]#[N+]C1CCCCC1. The reagents and catalysts are O=C(O)C(F)(F)F (trifluoroacetic acid). The solvent is CC(C)O (isopropyl alcohol), CC(C)O (isopropylalcohol). Reaction conditions: temperature 22 celsius, time 20 hour. Yields the product Cc1ccc2nc(c3ccc(c(c3)S(O)(=O)=O)OC)c(NC3CCCCC3)n2c1. Isolated yield 0.0%. Reaction SMILES: CC1=CC=C(N)N=C1.[C-]#[N+]C1CCCCC1.COC1=C(C=C(C=O)C=C1)S([O-])(=O)=O>>COC1=C(C=C(C=C1)C1=C(NC2CCCCC2)N2C=C(C)C=CC2=N1)S(O)(=O)=O. Reactants: Cl.Cl.Cl.NC=1C(=C(C=CC1C)OCC(CN1CCC(CC1)COC1=CC=CC=C1)O)NCCC (3-amino-1-[2-hydroxy-3-(4-phenoxymethylpiperidino)-propoxy]-4-methyl-2-propylaminobenzene trihydrochloride), C(=O)(Cl)Cl (phosgene). Yields the product OC(COC1=CC=C(C=2NC(N(C21)CCC)=O)C)CN2CCC(CC2)COC2=CC=CC=C2 (4-[2-hydroxy-3-(4-phenoxymethylpiperidino)-propoxy]-7-methyl-3-propyl-2-benzimidazolinone). Isolated yield 54.0%. Reaction SMILES: Cl.Cl.Cl.[NH2:4][C:5]1[C:6]([NH:31][CH2:32][CH2:33][CH3:34])=[C:7]([O:12][CH2:13][CH:14]([OH:30])[CH2:15][N:16]2[CH2:21][CH2:20][CH:19]([CH2:22][O:23][C:24]3[CH:29]=[CH:28][CH:27]=[CH:26][CH:25]=3)[CH2:18][CH2:17]2)[CH:8]=[CH:9][C:10]=1[CH3:11].[C:35](Cl)(Cl)=[O:36]>>[OH:30][CH:14]([CH2:15][N:16]1[CH2:17][CH2:18][CH:19]([CH2:22][O:23][C:24]2[CH:25]=[CH:26][CH:27]=[CH:28][CH:29]=2)[CH2:20][CH2:21]1)[CH2:13][O:12][C:7]1[C:6]2[N:31]([CH2:32][CH2:33][CH3:34])[C:35](=[O:36])[NH:4][C:5]=2[C:10]([CH3:11])=[CH:9][CH:8]=1 |f:0.1.2.3|. Procedure details: In a manner analogous to that described in Example 1, from 3-amino-1-[2-hydroxy-3-(4-phenoxymethylpiperidino)-propoxy]-4-methyl-2-propylaminobenzene trihydrochloride and phosgene, there is obtained, in a yield of 54% of theory, 4-[2-hydroxy-3-(4-phenoxymethylpiperidino)-propoxy]-7-methyl-3-propyl-2-benzimidazolinone; m.p. 234°-235° C. Starting materials: O=C(Cl)OCc1ccccc1, C1CCOC1, CO, ClCCl, COc1cc(O)ccc1C(N)CO, [Na+], O=C([O-])O, O. Yields the product COc1cc(O)ccc1C(CO)NC(=O)OCc1ccccc1. As a reaction SMILES: [CH2:14]([c:15]1[cH:16][cH:17][cH:18][cH:19][cH:20]1)[O:21][C:22](=[O:23])[Cl:24].[CH2:32]1[O:33][CH2:34][CH2:35][CH2:36]1.[CH3:30][OH:31].[Cl:38][CH2:39][Cl:40].[NH2:1][CH:2]([CH2:3][OH:4])[c:5]1[c:6]([O:12][CH3:13])[cH:7][c:8]([OH:11])[cH:9][cH:10]1.[Na+:29].[O-:25][C:26]([OH:27])=[O:28].[OH2:37]>>[NH:1]([CH:2]([CH2:3][OH:4])[c:5]1[c:6]([O:12][CH3:13])[cH:7][c:8]([OH:11])[cH:9][cH:10]1)[C:22]([O:21][CH2:14][c:15]1[cH:16][cH:17][cH:18][cH:19][cH:20]1)=[O:23]. Starting materials: OC1=CC=C(C=C1)C=CC(=O)OC (methyl 3-(4-hydroxyphenyl)-acrylate), C(=O)([O-])[O-].[K+].[K+] (K2CO3), ClCCO (2-chloroethanol). Run in CN(C=O)C (dimethylformamide). Product: OCCOC1=CC=C(C=C1)/C=C/C(=O)OC (methyl (E)-3-[4-[2-hydroxyethoxy]-phenyl]-acrylate). The yield is 43.1%. As a reaction SMILES: [OH:1][C:2]1[CH:7]=[CH:6][C:5]([CH:8]=[CH:9][C:10]([O:12][CH3:13])=[O:11])=[CH:4][CH:3]=1.C([O-])([O-])=O.[K+].[K+].Cl[CH2:21][CH2:22][OH:23]>CN(C)C=O>[OH:23][CH2:22][CH2:21][O:1][C:2]1[CH:3]=[CH:4][C:5](/[CH:8]=[CH:9]/[C:10]([O:12][CH3:13])=[O:11])=[CH:6][CH:7]=1 |f:1.2.3|. Procedure details: 30 g (168 mmol) of methyl 3-(4-hydroxyphenyl)-acrylate (Example 1), 29 g (210 mmol) of anhydrous K2CO3 and a spatula tip of KI were placed in 200 ml of dimethylformamide. 14.91 g (185 mmol) of 2-chloroethanol were added dropwise at 85° C. within 5 minutes while stirring. The batch was stirred at 85° C. for a further 3 days. Subsequently, the salts were filtered off and the filtrate was concentrated to dryness in a water-jet vacuum. 16.1 g of methyl (E)-3-[4-[2-hydroxyethoxy]-phenyl]-acrylate wer... Reactants: C(CC(O)(C(=O)O)CC(=O)O)(=O)O (citric acid), C(C)C1C(CC2(OCCO2)C1)C(=O)OCC (ethyl 8-ethyl-1,4-dioxaspiro[4.4]nonane-7-carboxylate), [OH-].[Na+] (sodium hydroxide). The solvent is C(Cl)Cl (DCM). Reaction conditions: time 8 hour. The product is C(C)C1C(CC2(OCCO2)C1)C(=O)O (8-ethyl-1,4-dioxaspiro[4.4]nonane-7-carboxylic acid), oil. Isolated yield 96.0%. As a reaction SMILES: [CH2:1]([CH:3]1[CH2:11][C:6]2([O:10][CH2:9][CH2:8][O:7]2)[CH2:5][CH:4]1[C:12]([O:14]CC)=[O:13])[CH3:2].[OH-].[Na+].C(O)(=O)CC(CC(O)=O)(C(O)=O)O>C(Cl)Cl>[CH2:1]([CH:3]1[CH2:11][C:6]2([O:7][CH2:8][CH2:9][O:10]2)[CH2:5][CH:4]1[C:12]([OH:14])=[O:13])[CH3:2] |f:1.2|. Procedure details: A round bottom flask was charged with ethyl 8-ethyl-1,4-dioxaspiro[4.4]nonane-7-carboxylate (0.32 g, 1.4 mmol) and aqueous 1 N sodium hydroxide (14.0 mL, 14.0 mmol). The solution was stirred overnight at rt. To the solution was added DCM (30 mL) followed by the addition of 20% aqueous citric acid (about 20 mL) to reach pH of about 2. The layers were separated and the aqueous solution was extracted with DCM (2×30 mL) and DCM/EtOAc (1:1, 30 mL). The combined extracts were dried over anhydrous MgSO... Starting materials: FC1=C(C(=NN1C)C(F)F)C=O (5-fluoro-1-methyl-3-difluoromethyl-1H-pyrazole-4-carbaldehyde), S(=O)(=O)(Cl)Cl (sulphuryl chloride), 2,2-azoisobutyronitrile. As a reaction SMILES: [F:1][C:2]1[N:6]([CH3:7])[N:5]=[C:4]([CH:8]([F:10])[F:9])[C:3]=1[CH:11]=[O:12].S(Cl)([Cl:16])(=O)=O>ClC1C=CC=CC=1>[F:1][C:2]1[N:6]([CH3:7])[N:5]=[C:4]([CH:8]([F:9])[F:10])[C:3]=1[C:11]([Cl:16])=[O:12]. Procedure: The solution of 17.8 g (100 mmol) of 5-fluoro-1-methyl-3-difluoromethyl-1H-pyrazole-4-carbaldehyde, 17.5 g (130 mmol) of sulphuryl chloride and 0.2 g of 2,2-azoisobutyronitrile in 50 ml of chlorobenzene was stirred at 80° C. for 6 hours. Product: FC1=C(C(=NN1C)C(F)F)C(=O)Cl (5-fluoro-1-methyl-3-difluoromethyl-1H-pyrazole-4-carbonyl chloride). Solvent: ClC1=CC=CC=C1 (chlorobenzene). The reactants are CC(C)NC(=O)Nc1nc(Cc2c(Cl)cccc2Cl)nc(Nc2ccc(C#N)cc2)n1, CNC(N)NC(=O)Cc1c(Cl)cccc1Cl, CN(C)C=O. The product is CNc1nc(Cc2c(Cl)cccc2Cl)nc(Nc2ccc(C#N)cc2)n1. RXN SMILES: [C:17](#[N:18])[c:19]1[cH:20][cH:21][c:22]([NH:25][c:26]2[n:27][c:28]([NH:41][C:42]([NH:43][CH:44]([CH3:45])[CH3:46])=[O:47])[n:29][c:30]([CH2:32][c:33]3[c:34]([Cl:40])[cH:35][cH:36][cH:37][c:38]3[Cl:39])[n:31]2)[cH:23][cH:24]1.[NH2:1][CH:2]([NH:3][CH3:4])[NH:5][C:6](=[O:7])[CH2:8][c:9]1[c:10]([Cl:11])[cH:12][cH:13][cH:14][c:15]1[Cl:16].[O:48]=[CH:49][N:50]([CH3:51])[CH3:52]>>[C:17](#[N:18])[c:19]1[cH:20][cH:21][c:22]([NH:25][c:26]2[n:27][c:28]([NH:41][CH3:42])[n:29][c:30]([CH2:32][c:33]3[c:34]([Cl:40])[cH:35][cH:36][cH:37][c:38]3[Cl:39])[n:31]2)[cH:23][cH:24]1. Starting materials: COC1=C(C=O)C=C(C=C1)OCOC (2-methoxy-5-(methoxymethoxy)benzaldehyde), Cl (HCl). Run in O (water), C1CCOC1 (THF). Run at temperature 50 celsius, time 30 minute. The product is OC=1C=CC(=C(C=O)C1)OC (5-hydroxy-2-methoxybenzaldehyde). As a reaction SMILES: [CH3:1][O:2][C:3]1[CH:10]=[CH:9][C:8]([O:11]COC)=[CH:7][C:4]=1[CH:5]=[O:6].Cl>C1COCC1.O>[OH:11][C:8]1[CH:9]=[CH:10][C:3]([O:2][CH3:1])=[C:4]([CH:7]=1)[CH:5]=[O:6]. Procedure details: To a solution of 2-methoxy-5-(methoxymethoxy)benzaldehyde (10 g, 0.05 mol) in THF (100 mL) was added 3 N HCl (150 mL). The reaction was stirred at 50° C. for 30 min, cooled to rt, and diluted with water (100 mL). The mixture was neutralized to pH 7-8 and extracted with EtOAc (200 mL) three times. The organic layer was dried over Na2SO4 and concentrated to give 5-hydroxy-2-methoxybenzaldehyde.